Dataset: the Open Reaction Database (ORD), a public repository of structured organic reaction records. Task: describe an organic reaction: reactants, conditions, products, and yield Reactants: CC1(C)CC(OC(=O)c2ccccc2)CC(C)(C)N1OC1C=CCCC1, CC1(C)CC(OC(=O)c2ccccc2)CC(C)(C)N1O, CC(C)(C)OOC(C)(C)C, Clc1ccccc1Cl. Product: CC1(C)CC(OC(=O)c2ccccc2)CC(C)(C)N1OC1C=CC(ON2C(C)(C)CC(OC(=O)c3ccccc3)CC2(C)C)CC1. RXN SMILES: [C:1]([c:2]1[cH:3][cH:4][cH:5][cH:6][cH:7]1)(=[O:8])[O:9][CH:10]1[CH2:11][C:12]([CH3:25])([CH3:26])[N:13]([O:18][CH:19]2[CH:20]=[CH:21][CH2:22][CH2:23][CH2:24]2)[C:14]([CH3:16])([CH3:17])[CH2:15]1.[C:27]([c:28]1[cH:29][cH:30][cH:31][cH:32][cH:33]1)(=[O:34])[O:35][CH:36]1[CH2:37][C:38]([CH3:45])([CH3:46])[N:39]([OH:44])[C:40]([CH3:42])([CH3:43])[CH2:41]1.[C:47]([O:48][O:49][C:50]([CH3:51])([CH3:52])[CH3:53])([CH3:54])([CH3:55])[CH3:56].[Cl:57][c:58]1[c:59]([Cl:60])[cH:61][cH:62][cH:63][cH:64]1>>[C:1]([c:2]1[cH:3][cH:4][cH:5][cH:6][cH:7]1)(=[O:8])[O:9][CH:10]1[CH2:11][C:12]([CH3:25])([CH3:26])[N:13]([O:18][CH:19]2[CH:20]=[CH:21][CH:22]([O:44][N:39]3[C:38]([CH3:45])([CH3:46])[CH2:37][CH:36]([O:35][C:27]([c:28]4[cH:29][cH:30][cH:31][cH:32][cH:33]4)=[O:34])[CH2:41][C:40]3([CH3:42])[CH3:43])[CH2:23][CH2:24]2)[C:14]([CH3:16])([CH3:17])[CH2:15]1. Starting materials: N1C(=O)C(=O)C2=CC=CC=C12 (isatin), C(C1=CC=CC=C1)(=O)NN (benzhydrazide). Yields the product C1(CCCCC1)CN1C(\C(\C2=CC=CC=C12)=N/NC(C1=CC=CC=C1)=O)=O (N′-[(3Z)-1-(cyclohexylmethyl)-2-oxo-1,2-dihydro-3H-indol-3-ylidene]benzohydrazide). Isolated yield 71.4%. As a reaction SMILES: [NH:1]1[C:11]2[C:6](=[CH:7][CH:8]=[CH:9][CH:10]=2)[C:4](=O)[C:2]1=[O:3].[C:12]([NH:20][NH2:21])(=[O:19])[C:13]1[CH:18]=[CH:17][CH:16]=[CH:15][CH:14]=1>>[CH:6]1([CH2:4][N:1]2[C:11]3[C:6](=[CH:7][CH:8]=[CH:9][CH:10]=3)/[C:4](=[N:21]/[NH:20][C:12](=[O:19])[C:13]3[CH:18]=[CH:17][CH:16]=[CH:15][CH:14]=3)/[C:2]2=[O:3])[CH2:11][CH2:10][CH2:9][CH2:8][CH2:7]1. Procedure details: The title compound was prepared as a yellow solid, using isatin 7 and benzhydrazide according to the synthetic method D. The resulting solid was washed with ethanol. Yield: 71.4%. 1H NMR (DMSO-d6): δ 1.05-1.09 (m, 2H), 1.18-1.20 (m, 3H), 1.61-1.79 (m, 6H), 3.65 (d, J=7.5 Hz, 2H), 7.22 (t, J=8 Hz, 1H), 7.28 (d, J=8 Hz, 1H), 7.52 (t, J=7.5 Hz, 1H), 7.66-7.70 (m, 3H), 7.75 (t, J=7 Hz, 1H), 7.96 (d, J=7 Hz, 2H), 13.97 (br s, 1H). 13C NMR (DMSO-d6): δ 25.68 (CH2), 26.26 (CH2), 30.71 (CH2), 36.40 (CH)... Reactants: C(C)(C)(C)OC(NCCCCN(C(=O)OC(C)(C)C)CCCCNC(C1=CC(=C(C=C1)OCCCCCCCCC=CCCCCCCCC)OCCCCCCCCC=CCCCCCCCC)=O)=O ((4-{[4-(3,4-Bis-octadec-9-enyloxy-benzoylamino)-butyl]-tert-butoxycarbonyl-amino}-butyl)-carbamic acid tert-butyl ester), Cl (HCl). The solvent is C(C)(=O)OCC (ethyl acetate), C(C)(=O)OCC (ethyl acetate). Reaction conditions: temperature 0 celsius, time 1 hour. Product: Cl.Cl.NCCCCNCCCCNC(C1=CC(=C(C=C1)OCCCCCCCCC=CCCCCCCCC)OCCCCCCCCC=CCCCCCCCC)=O (N-[4-(4-Amino-butylamino)-butyl]-3,4-bis-octadec-9-enyloxy-benzamide, dihydrochloride salt). Isolated yield 98.0%. Reaction SMILES: C(OC(=O)[NH:7][CH2:8][CH2:9][CH2:10][CH2:11][N:12]([CH2:20][CH2:21][CH2:22][CH2:23][NH:24][C:25](=[O:70])[C:26]1[CH:31]=[CH:30][C:29]([O:32][CH2:33][CH2:34][CH2:35][CH2:36][CH2:37][CH2:38][CH2:39][CH2:40][CH:41]=[CH:42][CH2:43][CH2:44][CH2:45][CH2:46][CH2:47][CH2:48][CH2:49][CH3:50])=[C:28]([O:51][CH2:52][CH2:53][CH2:54][CH2:55][CH2:56][CH2:57][CH2:58][CH2:59][CH:60]=[CH:61][CH2:62][CH2:63][CH2:64][CH2:65][CH2:66][CH2:67][CH2:68][CH3:69])[CH:27]=1)C(OC(C)(C)C)=O)(C)(C)C.[ClH:72]>C(OCC)(=O)C>[ClH:72].[ClH:72].[NH2:7][CH2:8][CH2:9][CH2:10][CH2:11][NH:12][CH2:20][CH2:21][CH2:22][CH2:23][NH:24][C:25](=[O:70])[C:26]1[CH:31]=[CH:30][C:29]([O:32][CH2:33][CH2:34][CH2:35][CH2:36][CH2:37][CH2:38][CH2:39][CH2:40][CH:41]=[CH:42][CH2:43][CH2:44][CH2:45][CH2:46][CH2:47][CH2:48][CH2:49][CH3:50])=[C:28]([O:51][CH2:52][CH2:53][CH2:54][CH2:55][CH2:56][CH2:57][CH2:58][CH2:59][CH:60]=[CH:61][CH2:62][CH2:63][CH2:64][CH2:65][CH2:66][CH2:67][CH2:68][CH3:69])[CH:27]=1 |f:3.4.5|. Procedure: A concentrated solution the amide 20 (0.22 g, 0.22 mmol) in ethyl acetate was added cooled to 0° C. A total of 5 mL of a freshly prepared saturated solution of HCl in ethyl acetate was added dropwise and the solution stirred for 1 h at room temperature during which time a white precipitate formed. The ethyl acetate was removed in vacuo and the residue co-evaporated with ethyl acetate and chloroform to give the product 27 as a white powder (0.19 g, 98%); 1H NMR (CDCl3) d 8.95 (br s, 2H, R2N+H2), ... The reactants are C1C(C2=CC=CC=C2)O1 (styrene oxide), C(C1=CC=CC=C1)OC(CN)C (2-benzyloxypropylamine). Run at temperature 140 celsius, time 12 hour. The product is C1(=CC=CC=C1)COC(CNCC(O)C1=CC=CC=C1)C (α-[[[2-(Phenylmethoxy)propyl]amino]methyl]benzenemethanol). Yield: 84.1%. RXN SMILES: [CH2:1]1[O:9][CH:2]1[C:3]1[CH:8]=[CH:7][CH:6]=[CH:5][CH:4]=1.[CH2:10]([O:17][CH:18]([CH3:21])[CH2:19][NH2:20])[C:11]1[CH:16]=[CH:15][CH:14]=[CH:13][CH:12]=1>>[C:11]1([CH2:10][O:17][CH:18]([CH3:21])[CH2:19][NH:20][CH2:1][CH:2]([C:3]2[CH:8]=[CH:7][CH:6]=[CH:5][CH:4]=2)[OH:9])[CH:16]=[CH:15][CH:14]=[CH:13][CH:12]=1. Procedure details: A mixture of styrene oxide (1.96 g, 0.010 mol) and 2-benzyloxypropylamine (2.48 g, 0.15 mol) was heated at 140° C. for 6 hours and then allowed to cool to ambient temperature and stand for 12 hours. The solidified reaction mixture was triturated with isooctane and filtered to obtain an impure solid that was recrystallized from isooctane to obtain 2.40 g of a white solid (84% yield); mp 90°-100° C. (undefined). The reactants are ClC1=NC=C(C=N1)Cl (2,5-dichloropyrimidine), ClC1=NC=C(C=C1)[N+](=O)[O-] (2-chloro-5-nitropyridine), SC1=C(C=CC=C1)O (2-mercaptophenol), C([O-])([O-])=O.[K+].[K+] (potassium carbonate). The solvent is CN(C=O)C (dimethylformamide), O (H2O). Conditions: time 8 hour. Yields the product ClC=1C=NC(=NC1)OC1=C(C=CC=C1)SC1=NC=C(C=C1)[N+](=O)[O-] (5-Chloro-2-[2-(5-nitropyridin-2-ylthio)phenoxy]-pyrimidine). RXN SMILES: Cl[C:2]1[CH:7]=[CH:6][C:5]([N+:8]([O-:10])=[O:9])=[CH:4][N:3]=1.[SH:11][C:12]1[CH:17]=[CH:16][CH:15]=[CH:14][C:13]=1[OH:18].C(=O)([O-])[O-].[K+].[K+].Cl[C:26]1[N:31]=[CH:30][C:29]([Cl:32])=[CH:28][N:27]=1>CN(C)C=O.O>[Cl:32][C:29]1[CH:28]=[N:27][C:26]([O:18][C:13]2[CH:14]=[CH:15][CH:16]=[CH:17][C:12]=2[S:11][C:2]2[CH:7]=[CH:6][C:5]([N+:8]([O-:10])=[O:9])=[CH:4][N:3]=2)=[N:31][CH:30]=1 |f:2.3.4|. Procedure details: At 0°, 4.0 grams (0.025 moles) of 2-chloro-5-nitropyridine is added to a mixture of 3.0 grams (0.0023 mole) 2-mercaptophenol and 7.0 grams of potassium carbonate stirring in 50 ml of dimethylformamide. After stirring overnight at room temperature, 4.0 grams of 2,5-dichloropyrimidine is added and the mixture is heated at 80° for 5 hours. The mixture is then poured into excess H2O and the aqueous mixture is extracted with ethyl ether (200 ml), washed with saturated sodium bicarbonate, brine, dried... The reactants are C(#N)C=1C=CC2=C(N=C(O2)C(C2=C3C=CN(C3=C(C=C2OC)C)C(=O)OC(C)(C)C)O)C1 (tert-butyl 4-((5-cyanobenzo[d]oxazol-2-yl)(hydroxy)methyl)-5-methoxy-7-methyl-1H-indole-1-carboxylate), C(=O)([O-])[O-].[Cs+].[Cs+] (Cs2CO3). Run in CO (MeOH), CCOC(=O)C (EtOAc). Reaction conditions: temperature 60 celsius, time 4 hour. The product is OC(C=1OC2=C(N1)C=C(C=C2)C#N)C2=C1C=CNC1=C(C=C2OC)C ((±)-2-(hydroxy(5-methoxy-7-methyl-1H-indol-4-yl)methyl)benzo[d]oxazole-5-carbonitrile). As a reaction SMILES: [C:1]([C:3]1[CH:4]=[CH:5][C:6]2[O:10][C:9]([CH:11]([OH:31])[C:12]3[C:20]([O:21][CH3:22])=[CH:19][C:18]([CH3:23])=[C:17]4[C:13]=3[CH:14]=[CH:15][N:16]4C(OC(C)(C)C)=O)=[N:8][C:7]=2[CH:32]=1)#[N:2].C([O-])([O-])=O.[Cs+].[Cs+]>CO.CCOC(C)=O>[OH:31][CH:11]([C:12]1[C:20]([O:21][CH3:22])=[CH:19][C:18]([CH3:23])=[C:17]2[C:13]=1[CH:14]=[CH:15][NH:16]2)[C:9]1[O:10][C:6]2[CH:5]=[CH:4][C:3]([C:1]#[N:2])=[CH:32][C:7]=2[N:8]=1 |f:1.2.3|. Reported procedure: A suspension of tert-butyl 4-((5-cyanobenzo[d]oxazol-2-yl)(hydroxy)methyl)-5-methoxy-7-methyl-1H-indole-1-carboxylate (1.10 g, 2.54 mmol) and Cs2CO3 (1.65 g, 5.08 mmol) in MeOH (25 mL) was allowed to stir at 60° C. for 4 h. The reaction mixture was cooled to rt and diluted with EtOAc (50 mL). The mixture was concentrated to half of the initial volume. The mixture was then diluted with brine and 1M aq. NaHSO4. The organic layer was separated. The aqueous layer was extracted with EtOAc. The combin... Starting materials: N[C@@H](C(C)(C)C)C(=O)O ((L)-tert-leucine), Cl (HCl), CS(=O)(=O)Cl (methanesulfonyl chloride), [OH-].[Na+] (NaOH). The solvent is O (H2O), C1CCOC1 (THF), C1CCOC1 (THF). Reaction conditions: temperature 0 celsius, time 3 hour. Yields the product CS(=O)(=O)N[C@H](C(=O)O)C(C)(C)C ((2S)-2-methanesulphonylamino-3,3-dimethyl-butyric acid). The yield is 30.6%. RXN SMILES: [CH3:1][S:2](Cl)(=[O:4])=[O:3].[OH-].[Na+].[NH2:8][C@H:9]([C:14]([OH:16])=[O:15])[C:10]([CH3:13])([CH3:12])[CH3:11].Cl>C1COCC1.O>[CH3:1][S:2]([NH:8][C@@H:9]([C:10]([CH3:13])([CH3:12])[CH3:11])[C:14]([OH:16])=[O:15])(=[O:4])=[O:3] |f:1.2|. Procedure: A solution of methanesulfonyl chloride (0.593 mL, 7.62 mmol) in 1M NaOH (7.60 mL, 15.2 mmol) and THF (10 mL) was added drop wise to a stirred mixture of (L)-tert-leucine (1.0 g, 7.6 mmol), dissolved in THF (7.6 mL) and H2O (12 mL) at 0° C. The reaction mixture was stirred at 0° C. for 3 h and then at room temperature overnight. The mixture was acidified with 4M HCl and extracted with EtOAc. The organic phase was separated, dried (Na2SO4), filtered and concentrated under reduced pressure to give ...